This data is from the Open Reaction Database (ORD), a public repository of structured organic reaction records. The task is: describe an organic reaction: reactants, conditions, products, and yield The reactants are CC(C)CC(O)C(=O)NCC#N, CC1(C)C2CCC1(CS(=O)(=O)O)C(=O)C2, N=C(OC(c1ccccc1)c1ccc(Br)cn1)C(Cl)(Cl)Cl, ClCCCl. Product: CC(C)CC(OC(c1ccccc1)c1ccc(Br)cn1)C(=O)NCC#N. Reaction SMILES: [C:22](#[N:23])[CH2:24][NH:25][C:26]([CH:27]([CH2:28][CH:29]([CH3:30])[CH3:31])[OH:32])=[O:33].[C:34]12([CH2:35][S:36]([OH:37])(=[O:38])=[O:39])[C:40]([CH3:41])([CH3:42])[CH:43]([CH2:44][CH2:45]1)[CH2:46][C:47]2=[O:48].[Cl:1][C:2]([Cl:3])([Cl:4])[C:19](=[NH:20])[O:21][CH:5]([c:6]1[cH:7][cH:8][cH:9][cH:10][cH:11]1)[c:12]1[n:13][cH:14][c:15]([Br:18])[cH:16][cH:17]1.[Cl:49][CH2:50][CH2:51][Cl:52]>>[CH:5]([c:6]1[cH:7][cH:8][cH:9][cH:10][cH:11]1)([c:12]1[n:13][cH:14][c:15]([Br:18])[cH:16][cH:17]1)[O:32][CH:27]([C:26]([NH:25][CH2:24][C:22]#[N:23])=[O:33])[CH2:28][CH:29]([CH3:30])[CH3:31]. The reactants are C(CCC)OC1=CC=C(N)C=C1 (p-butoxyaniline), ClC1=C(C(=O)O)C(=CC=C1[N+](=O)[O-])Cl (2,6-dichloro-3-nitrobenzoic acid), [OH-].[Na+] (sodium hydroxide), C(Cl)(Cl)Cl (chloroform). The solvent is CN(C1=CC=CC=C1)C (N,N-dimethylaniline). The product is C(CCC)OC1=CC=C(C=C1)NC1=C(C(=O)O)C(=CC=C1[N+](=O)[O-])Cl (2-[(4-butoxyphenyl)amino]-6-chloro-3-nitrobenzoic acid). RXN SMILES: [CH2:1]([O:5][C:6]1[CH:12]=[CH:11][C:9]([NH2:10])=[CH:8][CH:7]=1)[CH2:2][CH2:3][CH3:4].Cl[C:14]1[C:22]([N+:23]([O-:25])=[O:24])=[CH:21][CH:20]=[C:19]([Cl:26])[C:15]=1[C:16]([OH:18])=[O:17].[OH-].[Na+].C(Cl)(Cl)Cl>CN(C)C1C=CC=CC=1>[CH2:1]([O:5][C:6]1[CH:7]=[CH:8][C:9]([NH:10][C:14]2[C:22]([N+:23]([O-:25])=[O:24])=[CH:21][CH:20]=[C:19]([Cl:26])[C:15]=2[C:16]([OH:18])=[O:17])=[CH:11][CH:12]=1)[CH2:2][CH2:3][CH3:4] |f:2.3|. Procedure details: A solution of 25 g of p-butoxyaniline and 17.85 g of 2,6-dichloro-3-nitrobenzoic acid in 50 ml of N,N-dimethylaniline was heated under nitrogen at 100° for 18 hours. The reaction mixture was treated with 500 ml of 0.2N sodium hydroxide and 500 ml of chloroform. The aqueous layer was washed with additional chloroform and acidified to provide 2-[(4-butoxyphenyl)amino]-6-chloro-3-nitrobenzoic acid, mp 166°-169° C. Reactants: CC(=O)O, [H][H], [Pd], O=[N+]([O-])c1cccc(-n2ccnc2)c1. The product is Nc1cccc(-n2ccnc2)c1. As a reaction SMILES: [CH3:17][C:18](=[O:19])[OH:20].[H:15][H:16].[Pd:21].[n:1]1(-[c:6]2[cH:7][c:8]([N+:12]([O-:13])=[O:14])[cH:9][cH:10][cH:11]2)[cH:2][n:3][cH:4][cH:5]1>>[n:1]1(-[c:6]2[cH:7][c:8]([NH2:12])[cH:9][cH:10][cH:11]2)[cH:2][n:3][cH:4][cH:5]1. The reactants are C(F)(F)(C(F)(F)C(F)(F)C(F)(F)C(F)(F)C(F)(F)F)I (C6F13I), C(C=C)(=O)OCC (ethyl acrylate). The product is C(F)(F)(C(F)(F)C(F)(F)C(F)(F)C(F)(F)C(F)(F)F)CCC(=O)OCC (C6F13C2H4COOC2H5). RXN SMILES: [C:1](I)([C:4]([C:7]([C:10]([C:13]([C:16]([F:19])([F:18])[F:17])([F:15])[F:14])([F:12])[F:11])([F:9])[F:8])([F:6])[F:5])([F:3])[F:2].[C:21]([O:25][CH2:26][CH3:27])(=[O:24])[CH:22]=[CH2:23]>>[C:1]([CH2:23][CH2:22][C:21]([O:25][CH2:26][CH3:27])=[O:24])([C:4]([C:7]([C:10]([C:13]([C:16]([F:19])([F:18])[F:17])([F:15])[F:14])([F:12])[F:11])([F:9])[F:8])([F:6])[F:5])([F:3])[F:2]. Reported procedure: By causing 23 g. of C6F13I and 5 g. of ethyl acrylate to react under the conditions of Examples 3 to 7, there was obtained C6F13C2H4COOC2H5 and a dimer of the formula: ##STR6## Starting materials: COC(=O)CNc1ccc(C=CC(=O)N(C)Cc2c(C)[nH]c3ccccc23)cn1, Cl, [Na+], C1COCCO1, [OH-]. Yields the product Cc1[nH]c2ccccc2c1CN(C)C(=O)C=Cc1ccc(NCC(=O)O)nc1. RXN SMILES: [CH3:1][O:2][C:3](=[O:4])[CH2:5][NH:6][c:7]1[cH:8][cH:9][c:10]([CH:13]=[CH:14][C:15](=[O:16])[N:17]([CH2:18][c:19]2[c:20]([CH3:28])[nH:21][c:22]3[cH:23][cH:24][cH:25][cH:26][c:27]23)[CH3:29])[cH:11][n:12]1.[ClH:32].[Na+:31].[O:33]1[CH2:34][CH2:35][O:36][CH2:37][CH2:38]1.[OH-:30]>>[O:2]=[C:3]([OH:4])[CH2:5][NH:6][c:7]1[cH:8][cH:9][c:10]([CH:13]=[CH:14][C:15](=[O:16])[N:17]([CH2:18][c:19]2[c:20]([CH3:28])[nH:21][c:22]3[cH:23][cH:24][cH:25][cH:26][c:27]23)[CH3:29])[cH:11][n:12]1. Starting materials: solution, Cl (hydrogen chloride), Cl (HCl), B.[Na] (sodium boron hydride), C(C1=CC=CC=C1)N1C([C@H](CC1=O)O)=O ((S)-1-benzyl-3-hydroxy-2,5-pyrrolidinedione), CO (MeOH). Run in COCCOC (DME), COCCOC (DME), COCCOC (DME). Run at temperature 70 celsius, time 3 hour. Product: C(C1=CC=CC=C1)N1C[C@H](CC1)O ((S)-1-benzyl-3-hydroxypyrrolidine). RXN SMILES: Cl.B.[Na].[CH2:4]([N:11]1[C:15](=O)[CH2:14][C@H:13]([OH:17])[C:12]1=O)[C:5]1[CH:10]=[CH:9][CH:8]=[CH:7][CH:6]=1.CO>COCCOC>[CH2:4]([N:11]1[CH2:15][CH2:14][C@H:13]([OH:17])[CH2:12]1)[C:5]1[CH:6]=[CH:7][CH:8]=[CH:9][CH:10]=1 |f:1.2,^1:2|. Procedure details: 173 g of a solution of hydrogen chloride in DME (content 21.1% w/w=36.5 g (1.0 mole) HCl) were added dropwise to a suspension of 37.8 g (1.0 mole) sodium boron hydride and 51.3 g (0.25 mole) (S)-1-benzyl-3-hydroxy-2,5-pyrrolidinedione (IIa) in 300 ml DME within 2 h at 15°-20° C. The mixture was heated to 70° C. and, after addition of another 100 ml DME, agitated 3 h at 70° C. After cooling off, 80 ml MeOH were added dropwise and the batch was evaporated to dryness. The residue was taken up in 24... Starting materials: CC(=O)O, O=[N+]([O-])c1cccc2cnc(Cl)cc12, [Fe], [Na+], [OH-], O. The product is Nc1cccc2cnc(Cl)cc12. RXN SMILES: [CH3:17][C:18](=[O:19])[OH:20].[Cl:1][c:2]1[n:3][cH:4][c:5]2[cH:6][cH:7][cH:8][c:9]([N+:12]([O-:13])=[O:14])[c:10]2[cH:11]1.[Fe:22].[Na+:16].[OH-:15].[OH2:21]>>[Cl:1][c:2]1[n:3][cH:4][c:5]2[cH:6][cH:7][cH:8][c:9]([NH2:12])[c:10]2[cH:11]1. Reactants: O=C([O-])[O-], O=C([O-])O, CN(C)C=O, CCC(CC)c1ccc(C(F)(F)F)c2nc(Cl)n(C)c12, Cc1cc(Cl)cc(Cl)c1O, [K+], [K+], [Na+]. The product is CCC(CC)c1ccc(C(F)(F)F)c2nc(Oc3c(C)cc(Cl)cc3Cl)n(C)c12. As a reaction SMILES: [C:31](=[O:32])([O-:33])[O-:34].[C:37](=[O:38])([OH:39])[O-:40].[CH3:42][N:43]([CH3:44])[CH:45]=[O:46].[Cl:1][c:2]1[n:3][c:4]2[c:5]([n:6]1[CH3:7])[c:8]([CH:16]([CH2:17][CH3:18])[CH2:19][CH3:20])[cH:9][cH:10][c:11]2[C:12]([F:13])([F:14])[F:15].[Cl:21][c:22]1[cH:23][c:24]([CH3:30])[c:25]([OH:29])[c:26]([Cl:28])[cH:27]1.[K+:35].[K+:36].[Na+:41]>>[c:2]1([O:29][c:25]2[c:24]([CH3:30])[cH:23][c:22]([Cl:21])[cH:27][c:26]2[Cl:28])[n:3][c:4]2[c:5]([n:6]1[CH3:7])[c:8]([CH:16]([CH2:17][CH3:18])[CH2:19][CH3:20])[cH:9][cH:10][c:11]2[C:12]([F:13])([F:14])[F:15].